Dataset: the Open Reaction Database (ORD), a public repository of structured organic reaction records. Task: describe an organic reaction: reactants, conditions, products, and yield Reactants: CN1CCC(N(C)c2cccc(N)n2)CC1, O=C(Cl)C1CCC1, c1ccncc1. Yields the product CN1CCC(N(C)c2cccc(NC(=O)C3CCC3)n2)CC1, Cl. Reaction SMILES: [CH3:1][N:2]([c:3]1[n:4][c:5]([NH2:9])[cH:6][cH:7][cH:8]1)[CH:10]1[CH2:11][CH2:12][N:13]([CH3:16])[CH2:14][CH2:15]1.[CH:17]1([C:21](=[O:22])[Cl:23])[CH2:18][CH2:19][CH2:20]1.[cH:24]1[cH:25][cH:26][n:27][cH:28][cH:29]1>>[CH3:1][N:2]([c:3]1[n:4][c:5]([NH:9][C:21]([CH:17]2[CH2:18][CH2:19][CH2:20]2)=[O:22])[cH:6][cH:7][cH:8]1)[CH:10]1[CH2:11][CH2:12][N:13]([CH3:16])[CH2:14][CH2:15]1.[ClH:23]. Reactants: solid, Cl.Cl.O1C=C(C=C2C1=CC=C2)C2N(CCCC2)CC[C@@H]2CC[C@H](CC2)N (trans-4-[2-(4-benzofuran-3-yl-piperidin-1-yl)-ethyl]-cyclohexylamine dihydrochloride), Cl.Cl.O1C=C(C=C2C1=CC=C2)C2N(CCCC2)CC[C@@H]2CC[C@H](CC2)N (trans-4-[2-(4-benzofuran-3-yl-piperidin-1-yl)-ethyl]-cyclohexylamine dihydrochloride), CN1CCN(CC1)C1=CC=C(C(=O)O)C=C1 (4-(4-methyl-piperazin-1-yl)-benzoic acid). The product is O1C=C(C=C2C1=CC=C2)C2N(CCCC2)CC[C@@H]2CC[C@H](CC2)NC(C2=CC=C(C=C2)N2CCN(CC2)C)=O (trans-N-{4-[2-(4-Benzofuran-3-yl-piperidin-1-yl)-ethyl]-cyclohexyl}-4-(4-methyl-piperazin-1-yl)-benzamide). Reaction SMILES: Cl.Cl.[O:3]1[C:8]2=[CH:9][CH:10]=[CH:11][C:7]2=[CH:6][C:5]([CH:12]2[CH2:17][CH2:16][CH2:15][CH2:14][N:13]2[CH2:18][CH2:19][C@H:20]2[CH2:25][CH2:24][C@H:23]([NH2:26])[CH2:22][CH2:21]2)=[CH:4]1.[CH3:27][N:28]1[CH2:33][CH2:32][N:31]([C:34]2[CH:42]=[CH:41][C:37]([C:38](O)=[O:39])=[CH:36][CH:35]=2)[CH2:30][CH2:29]1>>[O:3]1[C:8]2=[CH:9][CH:10]=[CH:11][C:7]2=[CH:6][C:5]([CH:12]2[CH2:17][CH2:16][CH2:15][CH2:14][N:13]2[CH2:18][CH2:19][C@H:20]2[CH2:21][CH2:22][C@H:23]([NH:26][C:38](=[O:39])[C:37]3[CH:36]=[CH:35][C:34]([N:31]4[CH2:30][CH2:29][N:28]([CH3:27])[CH2:33][CH2:32]4)=[CH:42][CH:41]=3)[CH2:24][CH2:25]2)=[CH:4]1 |f:0.1.2|. Procedure: The title compound, off-white solid (56 mg, 42%), MS (ISP) m/z=529.4 [(M+H)+], mp 242° C., was prepared in accordance with the general method of example 1 from trans-4-[2-(4-benzofuran-3-yl-piperidin-1-yl)-ethyl]-cyclohexylamine dihydrochloride (intermediate A) (100 mg, 0.25 mmol) and 4-(4-methyl-piperazin-1-yl)-benzoic acid. Reactants: C1(=CC=CC=C1)OC(NC1=CC=NC=C1)=O (pyridin-4-yl-carbamic acid phenyl ester), O1COC2=C1C=CC(=C2)CN2CCNCC2 (1-benzo[1,3]dioxol-5-ylmethyl-piperazine). Yields the product N1=CC=C(C=C1)NC(=O)N1CCN(CC1)CC1=CC2=C(OCO2)C=C1 (4-Benzo[1,3]dioxol-5-ylmethyl-piperazine-1-carboxylic acid pyridin-4-ylamide). RXN SMILES: C1(O[C:8](=[O:16])[NH:9][C:10]2[CH:15]=[CH:14][N:13]=[CH:12][CH:11]=2)C=CC=CC=1.[O:17]1[C:21]2[CH:22]=[CH:23][C:24]([CH2:26][N:27]3[CH2:32][CH2:31][NH:30][CH2:29][CH2:28]3)=[CH:25][C:20]=2[O:19][CH2:18]1>>[N:13]1[CH:12]=[CH:11][C:10]([NH:9][C:8]([N:30]2[CH2:31][CH2:32][N:27]([CH2:26][C:24]3[CH:23]=[CH:22][C:21]4[O:17][CH2:18][O:19][C:20]=4[CH:25]=3)[CH2:28][CH2:29]2)=[O:16])=[CH:15][CH:14]=1. Procedure: The title compound was prepared from pyridin-4-yl-carbamic acid phenyl ester and 1-benzo[1,3]dioxol-5-ylmethyl-piperazine. 1H NMR (400 MHz, CDCl3): 8.33 (d, J=5.3 Hz, 2H), 7.35-7.34 (m, 2H), 6.79 (s, 1H), 6.68-6.67 (m, 2H), 5.89 (s, 2H), 3.48-3.45 (m, 4H), 3.39 (s, 2H), 2.43-2.40 (m, 4H).